describe an organic reaction: reactants, conditions, products, and yield From a dataset of the Open Reaction Database (ORD), a public repository of structured organic reaction records. Starting materials: C(C)(C)(C)S(=O)N=CCC(C(=O)OCC)C (ethyl 4-((tert-butylsulfinyl)imino)-2-methylbutanoate), BrC1=C(C=CC=C1OC)F (2-bromo-1-fluoro-3-methoxybenzene), [Li]CCCC (n-BuLi), hexanes, [NH4+].[Cl-] (NH4Cl). Solvent: C1CCOC1 (THF), C1CCOC1 (THF), O (water), CCOCC (Et2O). Run at temperature -78 celsius, time 5 minute. The product is CC(C)(S(=O)NC(CC(C(=O)OCC)C)C1=C(C=CC=C1OC)F)C (ethyl 4-(1,1-dimethylethylsulfinamido)-4-(2-fluoro-6-methoxyphenyl)-2-methylbutanoate). As a reaction SMILES: Br[C:2]1[C:7]([O:8][CH3:9])=[CH:6][CH:5]=[CH:4][C:3]=1[F:10].[Li]CCCC.[C:16]([S:20]([N:22]=[CH:23][CH2:24][CH:25]([CH3:31])[C:26]([O:28][CH2:29][CH3:30])=[O:27])=[O:21])([CH3:19])([CH3:18])[CH3:17].[NH4+].[Cl-]>C1COCC1.O.CCOCC>[CH3:18][C:16]([CH3:19])([S:20]([NH:22][CH:23]([C:2]1[C:7]([O:8][CH3:9])=[CH:6][CH:5]=[CH:4][C:3]=1[F:10])[CH2:24][CH:25]([CH3:31])[C:26]([O:28][CH2:29][CH3:30])=[O:27])=[O:21])[CH3:17] |f:3.4|. Procedure details: A cooled (−78° C.) solution of commercially available 2-bromo-1-fluoro-3-methoxybenzene (2.642 g; 12.90 mmol) in anh. THF (60 ml), under nitrogen, was treated dropwise with a solution of 1.6 M n-BuLi in hexanes (8.05 ml; 12.90 mmol). The resulting solution was further stirred at −78° C. for 5 min. A solution of ethyl 4-((tert-butylsulfinyl)imino)-2-methylbutanoate (2.550 g; 10.30 mmol) in anh. THF (20 ml) was then added dropwise to the cooled reaction mixture, and stirring at −78° C. was continu...